This data is from the Open Reaction Database (ORD), a public repository of structured organic reaction records. The task is: describe an organic reaction: reactants, conditions, products, and yield The reactants are C([O-])([O-])=O.[K+].[K+] (potassium carbonate), C(C)(=O)OCCOC1=NN(C(=C1C1=CC2=C(OCO2)C=C1)N(S(=O)(=O)C1=CC=C(C=C1)C(C(=O)OCC)(C)C)S(=O)(=O)C1=CC=C(C=C1)C(C(=O)OCC)(C)C)C (ethyl 2-{4-[([3-[2-(acetyloxy)ethoxy]-4-(1,3-benzodioxol-5-yl)-1-methyl-1H-pyrazol-5-yl]{[4-(2-ethoxy-1,1-dimethyl-2-oxoethyl)phenyl]sulfonyl}amino)sulfonyl]phenyl}-2-methylpropanoate), Cl (HCl), [Cl-].[NH4+] (ammonium chloride). Solvent: CO (methanol), ClCCl (dichloromethane). Reaction conditions: time 8 hour. Yields the product O1COC2=C1C=CC(=C2)C=2C(=NN(C2NS(=O)(=O)C2=CC=C(C=C2)C(C(=O)OCC)(C)C)C)OCCO (ethyl 2-[4-({[4-(1,3-benzodioxol-5-yl)-3-(2-hydroxyethoxy)-1-methyl-1H-pyrazol-5-yl]amino)sulfonyl)phenyl]-2-methylpropanoate). Reaction SMILES: C(=O)([O-])[O-].[K+].[K+].C([O:10][CH2:11][CH2:12][O:13][C:14]1[C:18]([C:19]2[CH:27]=[CH:26][C:22]3[O:23][CH2:24][O:25][C:21]=3[CH:20]=2)=[C:17]([N:28](S(C2C=CC(C(C)(C)C(OCC)=O)=CC=2)(=O)=O)[S:29]([C:32]2[CH:37]=[CH:36][C:35]([C:38]([CH3:45])([CH3:44])[C:39]([O:41][CH2:42][CH3:43])=[O:40])=[CH:34][CH:33]=2)(=[O:31])=[O:30])[N:16]([CH3:63])[N:15]=1)(=O)C.[Cl-].[NH4+].Cl>CO.ClCCl>[O:23]1[C:22]2[CH:26]=[CH:27][C:19]([C:18]3[C:14]([O:13][CH2:12][CH2:11][OH:10])=[N:15][N:16]([CH3:63])[C:17]=3[NH:28][S:29]([C:32]3[CH:33]=[CH:34][C:35]([C:38]([CH3:45])([CH3:44])[C:39]([O:41][CH2:42][CH3:43])=[O:40])=[CH:36][CH:37]=3)(=[O:31])=[O:30])=[CH:20][C:21]=2[O:25][CH2:24]1 |f:0.1.2,4.5|. Procedure details: Solid potassium carbonate (290 mg) was added at room temperature to a solution of impure ethyl 2-{4-[([3-[2-(acetyloxy)ethoxy]-4-(1,3-benzodioxol-5-yl)-1-methyl-1H-pyrazol-5-yl]{[4-(2-ethoxy-1,1-dimethyl-2-oxoethyl)phenyl]sulfonyl}amino)sulfonyl]phenyl}-2-methylpropanoate (Preparation 51) in a mixture of methanol (3 ml) and dichloromethane (3 ml). The reaction was left overnight, then an aqueous saturated solution of ammonium chloride (10 ml) was added. The aqueous phase was acidified by the add... The reactants are COC1=C(C=CC=C1)NCC(C1=CC=CC=C1)NC(OC(C)(C)C)=O (Tert-butyl 2-(2-methoxyphenylamino)-1-phenylethylcarbamate). Run in Cl (HCl), O1CCOCC1 (dioxane). Product: NC(CNC1=C(C=CC=C1)OC)C1=CC=CC=C1 (N-(2-Amino-2-phenylethyl)-2-methoxybenzenamine). Yield: 90.0%. Reaction SMILES: [CH3:1][O:2][C:3]1[CH:8]=[CH:7][CH:6]=[CH:5][C:4]=1[NH:9][CH2:10][CH:11]([NH:18]C(=O)OC(C)(C)C)[C:12]1[CH:17]=[CH:16][CH:15]=[CH:14][CH:13]=1>Cl.O1CCOCC1>[NH2:18][CH:11]([C:12]1[CH:17]=[CH:16][CH:15]=[CH:14][CH:13]=1)[CH2:10][NH:9][C:4]1[CH:5]=[CH:6][CH:7]=[CH:8][C:3]=1[O:2][CH3:1]. Reported procedure: Tert-butyl 2-(2-methoxyphenylamino)-1-phenylethylcarbamate (0.54 g, 1.6 mmol) was dissolved in 10 mL 4N HCl in dioxane. After one hour the reaction mixture was concentrated to dryness, taken up in ethyl acetate, and the organic layer washed with 1N NaOH and then dried over sodium sulfate and concentrated to give the free amine as a brown oil, 0.35 g, 1.45 mmol, 90% yield. Reactants: C1CCOC1, CCOC(=O)C1CCN(c2cc(C(=O)N3CCC4(CC3)CC(=O)c3cc(-c5cnn(C)c5)ccc3O4)cc3c2ccn3C2CC2)CC1, Cl, [Na+], [OH-]. Yields the product Cn1cc(-c2ccc3c(c2)C(=O)CC2(CCN(C(=O)c4cc(N5CCC(C(=O)O)CC5)c5ccn(C6CC6)c5c4)CC2)O3)cn1. RXN SMILES: [CH2:51]1[O:52][CH2:53][CH2:54][CH2:55]1.[CH:3]1([n:6]2[cH:7][cH:8][c:9]3[c:10]([N:39]4[CH2:40][CH2:41][CH:42]([C:45](=[O:46])[O:47][CH2:48][CH3:49])[CH2:43][CH2:44]4)[cH:11][c:12]([C:15](=[O:16])[N:17]4[CH2:18][CH2:19][C:20]5([O:21][c:22]6[cH:23][cH:24][c:25](-[c:31]7[cH:32][n:33][n:34]([CH3:36])[cH:35]7)[cH:26][c:27]6[C:28](=[O:30])[CH2:29]5)[CH2:37][CH2:38]4)[cH:13][c:14]23)[CH2:4][CH2:5]1.[ClH:50].[Na+:2].[OH-:1]>>[CH:3]1([n:6]2[cH:7][cH:8][c:9]3[c:10]([N:39]4[CH2:40][CH2:41][CH:42]([C:45](=[O:46])[OH:47])[CH2:43][CH2:44]4)[cH:11][c:12]([C:15](=[O:16])[N:17]4[CH2:18][CH2:19][C:20]5([O:21][c:22]6[cH:23][cH:24][c:25](-[c:31]7[cH:32][n:33][n:34]([CH3:36])[cH:35]7)[cH:26][c:27]6[C:28](=[O:30])[CH2:29]5)[CH2:37][CH2:38]4)[cH:13][c:14]23)[CH2:4][CH2:5]1. The reactants are OC(COC(C(=C)C)=O)C (2-hydroxypropylmethacrylate), C(C=C)(=O)OCCCC (butyl acrylate), C=CC1=CC=CC=C1 (styrene), C(C=C)(=O)O (acrylic acid), COCNC(C=C)=O (N-methoxymethylacrylic acid amide). The product is C(C=C)OCC1CO1.C(C)C(C(=O)O)CCCC (allylglycidylether α-ethylhexanoic acid). As a reaction SMILES: [OH:1][CH:2]([CH3:10])[CH2:3][O:4][C:5](=O)[C:6](C)=[CH2:7].C(O[CH2:16][CH2:17][CH2:18][CH3:19])(=O)C=C.[CH2:20]=CC1C=CC=CC=1.[C:28]([OH:32])(=[O:31])[CH:29]=[CH2:30].COCNC(=O)C=C>>[CH2:5]([O:4][CH2:3][CH:2]1[O:1][CH2:10]1)[CH:6]=[CH2:7].[CH2:30]([CH:29]([CH2:16][CH2:17][CH2:18][CH3:19])[C:28]([OH:32])=[O:31])[CH3:20] |f:5.6|. Procedure: The copolymer consist of copolymerised units of 10.44% of 2-hydroxypropylmethacrylate, 20.5% of butyl acrylate, 46.66% of styrene, 6.00% of acrylic acid and 16.40% of N-methoxymethylacrylic acid amide. Starting materials: di(2-methyl-propene)zinc, C1(=CC=CC=C1)C (Toluene), [Zn](CC)CC (Et2Zn), C1(CCCCC1)C=O (cyclohexanecarboxaldehyde). Run at temperature 0 celsius. Yields the product CC=CC[C@H](O)C1CCCCC1 ((S)-1-Methyl-4-cyclohexyl-buten-4-ol). Yield: 75.0%. As a reaction SMILES: [Zn](CC)CC.[CH:6]1([CH:12]=[O:13])[CH2:11][CH2:10][CH2:9][CH2:8][CH2:7]1.[C:14]1(C)[CH:19]=CC=[CH:16][CH:15]=1>>[CH3:19][CH:14]=[CH:15][CH2:16][C@@H:12]([CH:6]1[CH2:11][CH2:10][CH2:9][CH2:8][CH2:7]1)[OH:13]. Procedure: A 10 mL Schlenk flask was charged with 3.5 mg (0.015 mmol) (−)-MIB and a stir bar. Under a nitrogen atmosphere in a glovebox, the di(2-methyl-propene)zinc reagent (89.5 mg, 0.51 mmol) was weighed and added to the Schlenk flask. Toluene (1.5 mL) was added, followed by 3.1 equiv Et2Zn (115 μL, 1.13 mmol). After cooling to 0° C., cyclohexanecarboxaldehyde (40.8 mg, 0.36 mmol) was added dropwise. After the reaction was complete (2 h), it was quenched with saturated aq NH4Cl. The organic and aqueous ... The reactants are C(C)C1=NN2C(C=CC=C2)=C1CO ((2-ethyl-pyrazolo[1,5-a]pyridin-3-yl)-methanol). The reagents and catalysts are O=[Mn]=O (MnO2). The solvent is O1CCCC1 (tetrahydrofuran). Conditions: time 1.5 hour. Product: C(C)C1=NN2C(C=CC=C2)=C1C=O (2-ethyl-pyrazolo[1,5-a]pyridine-3-carbaldehyde). Isolated yield 98.3%. As a reaction SMILES: [CH2:1]([C:3]1[C:11]([CH2:12][OH:13])=[C:6]2[CH:7]=[CH:8][CH:9]=[CH:10][N:5]2[N:4]=1)[CH3:2]>O1CCCC1.O=[Mn]=O>[CH2:1]([C:3]1[C:11]([CH:12]=[O:13])=[C:6]2[CH:7]=[CH:8][CH:9]=[CH:10][N:5]2[N:4]=1)[CH3:2]. Procedure: To a solution of (2-ethyl-pyrazolo[1,5-a]pyridin-3-yl)-methanol (9.67 g, 54.9 mmol) in tetrahydrofuran (500 mL) was added MnO2 (23.88 g, 274.5 mmol, 85%, dried in oven at 120° C. for 16 h) and stirred at the reflux temperature for 1.5 h. The reaction mixture was filtered through a Celite pad, and concentrated under reduced pressure to give 9.4 g (98%) of product, which was used without further purification. The reactants are CC1(C(C1C=C1C(OCC1)=O)C(=O)Cl)C (2,2-dimethyl-3-(2-oxo-3-tetrahydrofuranylidenemethyl)-cyclopropane-1-carboxylic acid chloride), O[C@@H]1C(=C(C(C1)=C)CC=C)C ((1S)-hydroxy-2-methyl-3-allyl-4-methylene-cyclopent-2-ene), C1=CC=CC=C1 (benzene), C1=CC=CC=C1 (benzene), O (water). Run in N1=CC=CC=C1 (pyridine). Reaction conditions: temperature 20 celsius, time 20 hour. Yields the product CC1([C@@H]([C@@H]1C=C1CCCC1)C(=O)OC1C(=C(C(C1)=C)CC=C)C)C (2-methyl-3-allyl-4-methylene-cyclopent-2-ene-1-yl (1R,cis) 2,2-dimethyl-3-cyclopentylidenemethyl-cyclopropane-1-carboxylate). Reaction SMILES: [CH3:1][C:2]1([CH3:15])[CH:4]([CH:5]=[C:6]2[CH2:10][CH2:9]O[C:7]2=O)[CH:3]1[C:12](Cl)=[O:13].[OH:16][C@H:17]1[CH2:21][C:20](=[CH2:22])[C:19]([CH2:23][CH:24]=[CH2:25])=[C:18]1[CH3:26].O.[CH:28]1C=CC=CC=1>N1C=CC=CC=1>[CH3:1][C:2]1([CH3:15])[C@@H:4]([CH:5]=[C:6]2[CH2:10][CH2:9][CH2:28][CH2:7]2)[C@H:3]1[C:12]([O:16][CH:17]1[CH2:21][C:20](=[CH2:22])[C:19]([CH2:23][CH:24]=[CH2:25])=[C:18]1[CH3:26])=[O:13]. Procedure: A solution of 5.4 g of (1R, trans) 2,2-dimethyl-3-(2-oxo-3-tetrahydrofuranylidenemethyl)-cyclopropane-1-carboxylic acid chloride in 50 ml of benzene was added at less than 25° C. over 15 minutes to a suspension of 3 g of (1S)-hydroxy-2-methyl-3-allyl-4-methylene-cyclopent-2-ene in 10 ml of benzene and 3 ml of pyridine at 20° C. and the mixture was stirred at 20° C. for 20 hours. 30 ml of water were added and the mixture was stirred for 15 minutes. The decanted aqueous phase was extracted with be...